From a dataset of the Open Reaction Database (ORD), a public repository of structured organic reaction records. describe an organic reaction: reactants, conditions, products, and yield Reactants: CCO, [Cl-], O=[N+]([O-])c1ccc(NCCNS(=O)(=O)c2ccccc2)cc1, [NH4+], O, [Zn]. Yields the product Nc1ccc(NCCNS(=O)(=O)c2ccccc2)cc1. RXN SMILES: [CH2:25]([OH:26])[CH3:27].[Cl-:1].[N+:3]([O-:4])(=[O:5])[c:6]1[cH:7][cH:8][c:9]([NH:12][CH2:13][CH2:14][NH:15][S:16](=[O:17])(=[O:18])[c:19]2[cH:20][cH:21][cH:22][cH:23][cH:24]2)[cH:10][cH:11]1.[NH4+:2].[OH2:28].[Zn:29]>>[NH2:3][c:6]1[cH:7][cH:8][c:9]([NH:12][CH2:13][CH2:14][NH:15][S:16](=[O:17])(=[O:18])[c:19]2[cH:20][cH:21][cH:22][cH:23][cH:24]2)[cH:10][cH:11]1.